This data is from the Open Reaction Database (ORD), a public repository of structured organic reaction records. The task is: describe an organic reaction: reactants, conditions, products, and yield Starting materials: ClC(C(O)[C@@H]1C([C@H]1C(=O)OCC)(C)C)Cl ((±) trans ethyl 3-(β,β-dichloro-α-hydroxyethyl)-2,2-dimethylcyclopropane-1-carboxylate), S(=O)(=O)(C1=CC=C(C)C=C1)Cl (tosyl chloride). Solvent: N1=CC=CC=C1 (pyridine), N1=CC=CC=C1 (pyridine). Conditions: temperature 40 celsius, time 3 day. The product is C(C)OC(=O)[C@@H]1C([C@H]1C(C(Cl)Cl)OS(=O)(=O)C1=CC=C(C)C=C1)(C)C ((±) Trans Ethyl-3-(β,β-Dichloro-α-Tosyloxyethyl)-2,2-Dimethylcyclopropane-1-Carboxylate). RXN SMILES: [Cl:1][CH:2]([Cl:15])[CH:3]([C@H:5]1[C@H:7]([C:8]([O:10][CH2:11][CH3:12])=[O:9])[C:6]1([CH3:14])[CH3:13])[OH:4].[S:16](Cl)([C:19]1[CH:25]=[CH:24][C:22]([CH3:23])=[CH:21][CH:20]=1)(=[O:18])=[O:17]>N1C=CC=CC=1>[CH2:11]([O:10][C:8]([C@H:7]1[C@H:5]([CH:3]([O:4][S:16]([C:19]2[CH:25]=[CH:24][C:22]([CH3:23])=[CH:21][CH:20]=2)(=[O:18])=[O:17])[CH:2]([Cl:15])[Cl:1])[C:6]1([CH3:14])[CH3:13])=[O:9])[CH3:12]. Reported procedure: A solution of (±) trans ethyl 3-(β,β-dichloro-α-hydroxyethyl)-2,2-dimethylcyclopropane-1-carboxylate (28.0 g, 0.11 M) in pyridine (168 ml) was added dropwise to a solution of tosyl chloride (44.2 g, 0.23 M) in pyridine (224 ml) maintained at 40° C. After the addition the mixture was stored for 3 days at 4° C. The majority of the pyridine was removed under vacuum at 40° C. and the residue was poured into ice/water (200 ml). After acidification with concentrated hydrochloric acid, this mixture was...